From a dataset of the Open Reaction Database (ORD), a public repository of structured organic reaction records. describe an organic reaction: reactants, conditions, products, and yield The reactants are Cl.Cl.NC1=NC=NC2=CC(=CC=C12)CN1C(CNCC1)=O (1-(4-aminoquinazoline-7-ylmethyl)piperazine-2-one bishydrochloride), BrCC1=CC2=C(S1)C=C(C=C2)Cl (2-bromomethyl-6-chloro-benzo[b]thiophene), C(=O)([O-])[O-].[K+].[K+] (K2CO3), FC(C(=O)O)(F)F (trifluoroacetic acid). The solvent is CN(C)C=O (DMF), O (water). Run at time 16 hour. Yields the product NC1=NC=NC2=CC(=CC=C12)CN1C(CN(CC1)CC1=CC2=C(S1)C=C(C=C2)Cl)=O (1-(4-Aminoquinazolin-7-ylmethyl)-4-(6-chlorobenzo[b]thiophene-2-ylmethyl)piperazin-2-one). As a reaction SMILES: Cl.Cl.[NH2:3][C:4]1[C:13]2[C:8](=[CH:9][C:10]([CH2:14][N:15]3[CH2:20][CH2:19][NH:18][CH2:17][C:16]3=[O:21])=[CH:11][CH:12]=2)[N:7]=[CH:6][N:5]=1.Br[CH2:23][C:24]1[S:28][C:27]2[CH:29]=[C:30]([Cl:33])[CH:31]=[CH:32][C:26]=2[CH:25]=1.C([O-])([O-])=O.[K+].[K+].FC(F)(F)C(O)=O>CN(C=O)C.O>[NH2:3][C:4]1[C:13]2[C:8](=[CH:9][C:10]([CH2:14][N:15]3[CH2:20][CH2:19][N:18]([CH2:23][C:24]4[S:28][C:27]5[CH:29]=[C:30]([Cl:33])[CH:31]=[CH:32][C:26]=5[CH:25]=4)[CH2:17][C:16]3=[O:21])=[CH:11][CH:12]=2)[N:7]=[CH:6][N:5]=1 |f:0.1.2,4.5.6|. Procedure: To a solution of 1-(4-aminoquinazoline-7-ylmethyl)piperazine-2-one bishydrochloride (1.84 g, 5.73 mmol), EXAMPLE 72, in DMF (20 mL) is added 2-bromomethyl-6-chloro-benzo[b]thiophene, EXAMPLE 5, (1.5 g, 5.73 mmol) and K2CO3 (4.0 g, 28.7 mmol). The solution is stirred for 16 hours. After this time, the solution is diluted with water. The solution is acidified with trifluoroacetic acid. The product is purified by RP-HPLC eluting in a gradient of 10% CH3CN/H2O (0.1% TFA) to 50% CH3CN/H2O (0.1% TFA).... Starting materials: ClC=1C=C(C=C(C1)Cl)SC1=C(N=C(N1C)CCO)C(C)C (5-(3,5-dichlorophenylthio)-4-isopropyl-2-(2-hydroxyethyl)-1-methyl-1H-imidazole), C(CCCCCCCCCC)(=O)O (undecanoic acid), N,N-dimethylaminopyridine, C(CCCCC)N=C=NCCCCCC (1,3-dihexylcarbodiimide). The solvent is C(Cl)Cl (methylene chloride). Run at time 8 hour. Yields the product C(CCCCCCCCCC)(=O)OCCC=1N(C(=C(N1)C(C)C)SC1=CC(=CC(=C1)Cl)Cl)C (5-(3,5-Dichlorophenylthio)-4-isopropyl-1-methyl-1H-imidazol-2-ylethyl undecanoate). Isolated yield 89.8%. Reaction SMILES: [Cl:1][C:2]1[CH:3]=[C:4]([S:9][C:10]2[N:14]([CH3:15])[C:13]([CH2:16][CH2:17][OH:18])=[N:12][C:11]=2[CH:19]([CH3:21])[CH3:20])[CH:5]=[C:6]([Cl:8])[CH:7]=1.[C:22](O)(=[O:33])[CH2:23][CH2:24][CH2:25][CH2:26][CH2:27][CH2:28][CH2:29][CH2:30][CH2:31][CH3:32].C(N=C=NCCCCCC)CCCCC>C(Cl)Cl>[C:22]([O:18][CH2:17][CH2:16][C:13]1[N:14]([CH3:15])[C:10]([S:9][C:4]2[CH:3]=[C:2]([Cl:1])[CH:7]=[C:6]([Cl:8])[CH:5]=2)=[C:11]([CH:19]([CH3:21])[CH3:20])[N:12]=1)(=[O:33])[CH2:23][CH2:24][CH2:25][CH2:26][CH2:27][CH2:28][CH2:29][CH2:30][CH2:31][CH3:32]. Procedure details: To a solution of the compound 22 (345 mg, 1 mmol), undecanoic acid (186 mg, 1 mmol) and N,N-dimethylaminopyridine (122 mg, 1 mmol) in methylene chloride (3 mL) was added 1,3-dihexylcarbodiimide (206 mg, 1 mmol) under ice-cooling, and stirred at room temperature overnight. The precipitated insoluble matter was filtered, and the filtrate was concentrated. The residue was purified by chromatography on a silica gel column (hexane - ethyl acetate (1:1)) to give the compound 106 (461 mg, 90%) as oil. ... Starting materials: CN1CC2=C(N(C=3C=CC(=CC23)C)CC(=O)OCC)CC1 (ethyl 2-(1,2,3,4-tetrahydro-2,8-dimethylpyrido[4,3-b]indol-5-yl)acetate), C(C)(C)N (isopropylamine). Reaction conditions: temperature 120 celsius. Product: CN1CC2=C(N(C=3C=CC(=CC23)C)CC(=O)NC(C)C)CC1 (2-(1,2,3,4-tetrahydro-2,8-dimethylpyrido[4,3-b]indol-5-yl)-N-isopropylacetamide). Reaction SMILES: [CH3:1][N:2]1[CH2:21][CH2:20][C:5]2[N:6]([CH2:14][C:15](OCC)=[O:16])[C:7]3[CH:8]=[CH:9][C:10]([CH3:13])=[CH:11][C:12]=3[C:4]=2[CH2:3]1.[CH:22]([NH2:25])([CH3:24])[CH3:23]>>[CH3:1][N:2]1[CH2:21][CH2:20][C:5]2[N:6]([CH2:14][C:15]([NH:25][CH:22]([CH3:24])[CH3:23])=[O:16])[C:7]3[CH:8]=[CH:9][C:10]([CH3:13])=[CH:11][C:12]=3[C:4]=2[CH2:3]1. Procedure details: A mixture of ethyl 2-(1,2,3,4-tetrahydro-2,8-dimethylpyrido[4,3-b]indol-5-yl)acetate (100 mg) and isopropylamine (1 ml) was heated at 120° C. for 15 h to obtain 2-(1,2,3,4-tetrahydro-2,8-dimethylpyrido[4,3-b]indol-5-yl)-N-isopropylacetamide after purification on neutral alumina chromatography eluting with methanol-dichloromethane gradient. The free base was converted into its oxalate salt by treatment of oxalic acid (1 equiv) in anhydrous THF. Reactants: CC1(C=2C=CC(=CC2C(CC1)(C)C)CC#C)C (3-(5,6,7,8-tetrahydro-5,5,8,8-tetramethyl-2-naphthyl)-1-propyne), IC1=CC=C(C(=O)OCC)C=C1 (ethyl 4-iodobenzoate). The reagents and catalysts are Cl[Pd]([P](C1=CC=CC=C1)(C2=CC=CC=C2)C3=CC=CC=C3)([P](C4=CC=CC=C4)(C5=CC=CC=C5)C6=CC=CC=C6)Cl (bis(triphenylphosphine)palladium(II) chloride), [Cu](I)I (copper iodide). The solvent is C(C)N(CC)CC (triethylamine). Run at time 8 hour. Product: CC1(C=2C=CC(=CC2C(CC1)(C)C)CC#CC1=CC=C(C(=O)OCC)C=C1)C (Ethyl 4-[3-(5,6,7,8-tetrahydro-5,5,8,8-tetramethyl-2-naphthyl)-1-propynyl]benzoate). RXN SMILES: [CH3:1][C:2]1([CH3:17])[CH2:11][CH2:10][C:9]([CH3:13])([CH3:12])[C:8]2[CH:7]=[C:6]([CH2:14][C:15]#[CH:16])[CH:5]=[CH:4][C:3]1=2.I[C:19]1[CH:29]=[CH:28][C:22]([C:23]([O:25][CH2:26][CH3:27])=[O:24])=[CH:21][CH:20]=1>Cl[Pd](Cl)([P](C1C=CC=CC=1)(C1C=CC=CC=1)C1C=CC=CC=1)[P](C1C=CC=CC=1)(C1C=CC=CC=1)C1C=CC=CC=1.[Cu](I)I.C(N(CC)CC)C>[CH3:1][C:2]1([CH3:17])[CH2:11][CH2:10][C:9]([CH3:12])([CH3:13])[C:8]2[CH:7]=[C:6]([CH2:14][C:15]#[C:16][C:19]3[CH:29]=[CH:28][C:22]([C:23]([O:25][CH2:26][CH3:27])=[O:24])=[CH:21][CH:20]=3)[CH:5]=[CH:4][C:3]1=2 |^1:32,51|. Reported procedure: 7.4 g (32.7 mmol) of 3-(5,6,7,8-tetrahydro-5,5,8,8-tetramethyl-2-naphthyl)-1-propyne, 8.2 g (29.7 mmol) of ethyl 4-iodobenzoate and 50 ml of triethylamine are introduced into a three-necked flask under a stream of nitrogen. The reaction medium is degassed by bubbling nitrogen through, 360 mg (0.5 mmol) of bis(triphenylphosphine)palladium(II) chloride and 130 mg of copper iodide are introduced and the mixture is stirred at room temperature for eight hours. The reaction medium is evaporated to dry...